Dataset: the Open Reaction Database (ORD), a public repository of structured organic reaction records. Task: describe an organic reaction: reactants, conditions, products, and yield As a reaction SMILES: [CH2:37]([OH:38])[CH3:39].[CH3:19][O:20][c:21]1[c:22]([N:27]2[CH2:28][CH2:29][NH:30][CH2:31][CH2:32]2)[cH:23][cH:24][cH:25][cH:26]1.[CH:33]([Cl:34])([Cl:35])[Cl:36].[Cl:1][CH2:2][CH2:3][c:4]1[c:5](=[O:18])[o:6][c:7]2[c:8]([c:9]1[CH3:10])[cH:11][c:12]([OH:17])[c:13]([O:15][CH3:16])[cH:14]2>>[CH2:2]([CH2:3][c:4]1[c:5](=[O:18])[o:6][c:7]2[c:8]([c:9]1[CH3:10])[cH:11][c:12]([OH:17])[c:13]([O:15][CH3:16])[cH:14]2)[N:30]1[CH2:29][CH2:28][N:27]([c:22]2[c:21]([O:20][CH3:19])[cH:26][cH:25][cH:24][cH:23]2)[CH2:32][CH2:31]1. The reactants are CCO, COc1ccccc1N1CCNCC1, ClC(Cl)Cl, COc1cc2oc(=O)c(CCCl)c(C)c2cc1O. Product: COc1cc2oc(=O)c(CCN3CCN(c4ccccc4OC)CC3)c(C)c2cc1O. The reactants are ClCCl, CCOC=C(C(=O)OCC)C(=O)c1cc(F)c(Cl)c([N+](=O)[O-])c1Cl, Cl, CCOC(=O)CCN, [Na+], O=C([O-])O, O. The product is CCOC(=O)CCNC=C(C(=O)OCC)C(=O)c1cc(F)c(Cl)c([N+](=O)[O-])c1Cl. As a reaction SMILES: [CH2:25]([Cl:26])[Cl:27].[Cl:1][c:2]1[c:3]([C:4](=[O:5])[C:6]([C:7](=[O:8])[O:9][CH2:10][CH3:11])=[CH:12][O:13][CH2:14][CH3:15])[cH:16][c:17]([F:24])[c:18]([Cl:23])[c:19]1[N+:20](=[O:21])[O-:22].[ClH:28].[NH2:29][CH2:30][CH2:31][C:32](=[O:33])[O:34][CH2:35][CH3:36].[Na+:41].[O-:37][C:38]([OH:39])=[O:40].[OH2:42]>>[Cl:1][c:2]1[c:3]([C:4](=[O:5])[C:6]([C:7](=[O:8])[O:9][CH2:10][CH3:11])=[CH:12][NH:29][CH2:30][CH2:31][C:32](=[O:33])[O:34][CH2:35][CH3:36])[cH:16][c:17]([F:24])[c:18]([Cl:23])[c:19]1[N+:20](=[O:21])[O-:22]. The reactants are C(#N)CC1=CNC2=CC=CC=C12 (3-cyanomethyl-1H-indole), CN(C=O)C (dimethylformamide), [OH-].[K+] (KOH). Product: C(#N)CC1=CN(C2=CC=CC=C12)N (3-Cyanomethyl-1H-indol-1-amine). RXN SMILES: [C:1]([CH2:3][C:4]1[C:12]2[C:7](=[CH:8][CH:9]=[CH:10][CH:11]=2)[NH:6][CH:5]=1)#[N:2].[OH-].[K+].C[N:16](C)C=O>>[C:1]([CH2:3][C:4]1[C:12]2[C:7](=[CH:8][CH:9]=[CH:10][CH:11]=2)[N:6]([NH2:16])[CH:5]=1)#[N:2] |f:1.2|. Procedure details: To a cold solution of 3-cyanomethyl-1H-indole (25 g) in 200 ml dimethylformamide (DMF), was added milled KOH (48 g) portionwise maintaining the temperature at 0° to 5° C. The reactants are CCN(C(C)C)C(C)C, C[Si](C)(C)N=C=O, CN(C)C=O, Cl, NC1CC(=O)N(c2ccc(OCc3cccc(F)c3)cc2)C1. Product: NC(=O)NC1CC(=O)N(c2ccc(OCc3cccc(F)c3)cc2)C1. RXN SMILES: [CH2:24]([N:25]([CH:26]([CH3:27])[CH3:28])[CH:29]([CH3:30])[CH3:31])[CH3:32].[CH3:33][Si:34]([CH3:35])([CH3:36])[N:37]=[C:38]=[O:39].[CH3:40][N:41]([CH3:42])[CH:43]=[O:44].[ClH:1].[NH2:2][CH:3]1[CH2:4][C:5](=[O:23])[N:6]([c:8]2[cH:9][cH:10][c:11]([O:14][CH2:15][c:16]3[cH:17][c:18]([F:22])[cH:19][cH:20][cH:21]3)[cH:12][cH:13]2)[CH2:7]1>>[NH:2]([CH:3]1[CH2:4][C:5](=[O:23])[N:6]([c:8]2[cH:9][cH:10][c:11]([O:14][CH2:15][c:16]3[cH:17][c:18]([F:22])[cH:19][cH:20][cH:21]3)[cH:12][cH:13]2)[CH2:7]1)[C:38]([NH2:37])=[O:39]. The reactants are C(C)(=O)OC1OC([C@H]([C@@H]([C@@H]1OC(C)=O)OC(C)=O)OC(C)=O)COC(C)=O ((3S,4S,5R)-6-(acetoxymethyl)tetrahydro-2H-pyran-2,3,4,5-tetrayl tetraacetate), COC1=CC=C(C=C1)C (4-methoxytoluene), [Sn](Cl)(Cl)(Cl)Cl (tin(IV) chloride). The reagents and catalysts are FC(C(=O)[O-])(F)F.[Ag+] (silver trifluoroacetate). The solvent is ClCCl (dichloromethane). Conditions: time 4 hour. The product is C(C)(=O)O[C@@H]1C(O[C@H]([C@H]([C@H]1OC(C)=O)OC(C)=O)C1=C(C=CC(=C1)C)OC)COC(C)=O ((3R,4R,5R,6S)-2-(acetoxymethyl)-6-(2-methoxy-5-methylphenyl)tetrahydro-2H-pyran-3,4,5-triyl triacetate). The yield is 76.0%. As a reaction SMILES: C(O[CH:5]1[C@@H:10]([O:11][C:12](=[O:14])[CH3:13])[C@@H:9]([O:15][C:16](=[O:18])[CH3:17])[C@H:8]([O:19][C:20](=[O:22])[CH3:21])[CH:7]([CH2:23][O:24][C:25](=[O:27])[CH3:26])[O:6]1)(=O)C.[CH3:28][O:29][C:30]1[CH:35]=[CH:34][C:33]([CH3:36])=[CH:32][CH:31]=1.[Sn](Cl)(Cl)(Cl)Cl>ClCCl.FC(F)(F)C([O-])=O.[Ag+]>[C:20]([O:19][C@H:8]1[C@H:9]([O:15][C:16](=[O:18])[CH3:17])[C@H:10]([O:11][C:12](=[O:14])[CH3:13])[C@H:5]([C:31]2[CH:32]=[C:33]([CH3:36])[CH:34]=[CH:35][C:30]=2[O:29][CH3:28])[O:6][CH:7]1[CH2:23][O:24][C:25](=[O:27])[CH3:26])(=[O:22])[CH3:21] |f:4.5|. Procedure: To a mixture of (3S,4S,5R)-6-(acetoxymethyl)tetrahydro-2H-pyran-2,3,4,5-tetrayl tetraacetate (1.0 g, 2.56 mmol, mixture of 2-α and 2-β), 4-methoxytoluene (0.65 mL, 5.12 mmol) and silver trifluoroacetate (0.85 g, 3.84 mmol) in dichloromethane (5.0 mL) at room temperature was added a solution of tin(IV) chloride (7.7 mL, 1.0 M in dichloromethane) dropwise. The reaction solution was stirred under nitrogen for 4 hours and then it was quenched with aqueous sodium bicarbonate and extracted with ethyl ... Starting materials: CCN(C(C)C)C(C)C, Clc1cc(Cl)nc(Cl)n1, ClCCl, C1CC2(CCN1)OCCO2. Product: Clc1cc(N2CCC3(CC2)OCCO3)nc(Cl)n1. RXN SMILES: [CH:20]([N:21]([CH:22]([CH3:23])[CH3:24])[CH2:25][CH3:26])([CH3:27])[CH3:28].[Cl:11][c:12]1[n:13][c:14]([Cl:19])[cH:15][c:16]([Cl:18])[n:17]1.[Cl:29][CH2:30][Cl:31].[O:1]1[CH2:2][CH2:3][O:4][C:5]12[CH2:6][CH2:7][NH:8][CH2:9][CH2:10]2>>[O:1]1[CH2:2][CH2:3][O:4][C:5]12[CH2:6][CH2:7][N:8]([c:16]1[cH:15][c:14]([Cl:19])[n:13][c:12]([Cl:11])[n:17]1)[CH2:9][CH2:10]2. Starting materials: C(C)OC(=O)C1=CNCCC2=C1NC=1C=CC=C(C21)OCC2=CC=CC=C2 (10-benzyloxy-1,2,3,6-tetrahydroazepino[4,5-b]indole-5-carboxylic acid ethyl ester), Cl.C(C1=CC=CC=C1)OC=1C=CC=C2NC=C(CCN)C12 (4-benzyloxytryptamine hydrochloride). Product: C(C)OC(=O)C1=CNCCC2=C1NC=1C(=CC=CC21)OCC2=CC=CC=C2 (7-benzyloxyl1,2,3,6-tetrahydroazepino[4,5-b]indole-5-carboxylic acid ethyl ester). RXN SMILES: [CH2:1]([O:3][C:4]([C:6]1[C:12]2[NH:13][C:14]3[CH:15]=[CH:16][CH:17]=[C:18](OCC4C=CC=CC=4)[C:19]=3[C:11]=2[CH2:10][CH2:9][NH:8][CH:7]=1)=[O:5])[CH3:2].Cl.[CH2:29]([O:36]C1C=CC=C2C=1C(CCN)=CN2)[C:30]1[CH:35]=[CH:34][CH:33]=[CH:32][CH:31]=1>>[CH2:1]([O:3][C:4]([C:6]1[C:12]2[NH:13][C:14]3[C:15]([O:36][CH2:29][C:30]4[CH:35]=[CH:34][CH:33]=[CH:32][CH:31]=4)=[CH:16][CH:17]=[CH:18][C:19]=3[C:11]=2[CH2:10][CH2:9][NH:8][CH:7]=1)=[O:5])[CH3:2] |f:1.2|. Reported procedure: 10-benzyloxy-1,2,3,6-tetrahydroazepino[4,5-b]indole-5-carboxylic acid ethyl ester and 4-benzyloxytryptamine hydrochloride. The reactants are BrC1=CC=C(C=C1)C=1NC(=C(N1)C1=C(C=C(C=C1)Cl)Cl)C1=CC=C(C=C1)[N+](=O)[O-] (2-(4-Bromo-phenyl)-4-(2,4-dichloro-phenyl)-5-(4-nitro-phenyl)-1H-imidazole), C(C)(C)(C)C1=CC=C(C=C1)B(O)O (4-tert-butylphenylboronic acid). Product: C(C)(C)(C)C1=CC=C(C=C1)C1=CC=C(C=C1)C=1NC(=C(N1)C1=C(C=C(C=C1)Cl)Cl)C1=CC=C(C=C1)[N+](=O)[O-] (2-(4′-tert-butyl-biphenyl-4-yl)-4-(2,4-dichloro-phenyl)-5-(4-nitro-phenyl)-1H-imidazole). As a reaction SMILES: Br[C:2]1[CH:7]=[CH:6][C:5]([C:8]2[NH:9][C:10]([C:21]3[CH:26]=[CH:25][C:24]([N+:27]([O-:29])=[O:28])=[CH:23][CH:22]=3)=[C:11]([C:13]3[CH:18]=[CH:17][C:16]([Cl:19])=[CH:15][C:14]=3[Cl:20])[N:12]=2)=[CH:4][CH:3]=1.[C:30]([C:34]1[CH:39]=[CH:38][C:37](B(O)O)=[CH:36][CH:35]=1)([CH3:33])([CH3:32])[CH3:31]>>[C:30]([C:34]1[CH:39]=[CH:38][C:37]([C:2]2[CH:7]=[CH:6][C:5]([C:8]3[NH:9][C:10]([C:21]4[CH:26]=[CH:25][C:24]([N+:27]([O-:29])=[O:28])=[CH:23][CH:22]=4)=[C:11]([C:13]4[CH:18]=[CH:17][C:16]([Cl:19])=[CH:15][C:14]=4[Cl:20])[N:12]=3)=[CH:4][CH:3]=2)=[CH:36][CH:35]=1)([CH3:33])([CH3:32])[CH3:31]. Reported procedure: 2-(4-Bromo-phenyl)-4-(2,4-dichloro-phenyl)-5-(4-nitro-phenyl)-1H-imidazole (prepared according to general procedure A) (979 mg, 2 mmol) was treated as described in general procedure G using 4-tert-butylphenylboronic acid (712 mg, 4 mmol) to give 2-(4′-tert-butyl-biphenyl-4-yl)-4-(2,4-dichloro-phenyl)-5-(4-nitro-phenyl)-1H-imidazole, which was treated as described in general procedure L using 2-(trimethylsilyl)ethoxymethyl chloride (0.7 mL, 4 mmol) to give 2-(4′-tert-butyl-biphenyl-4-yl)-4-(2,4-d... Reactants: O=CCOCc1ccccc1, [Cl-], Cl, C1CCOC1, [Mg+]CCc1ccccc1. Product: OC(CCc1ccccc1)COCc1ccccc1. As a reaction SMILES: [CH2:1]([c:2]1[cH:3][cH:4][cH:5][cH:6][cH:7]1)[O:8][CH2:9][CH:10]=[O:11].[Cl-:12].[ClH:22].[O:23]1[CH2:24][CH2:25][CH2:26][CH2:27]1.[c:13]1([CH2:19][CH2:20][Mg+:21])[cH:14][cH:15][cH:16][cH:17][cH:18]1>>[CH2:1]([c:2]1[cH:3][cH:4][cH:5][cH:6][cH:7]1)[O:8][CH2:9][CH:10]([OH:11])[CH2:20][CH2:19][c:13]1[cH:14][cH:15][cH:16][cH:17][cH:18]1.